Dataset: the Open Reaction Database (ORD), a public repository of structured organic reaction records. Task: describe an organic reaction: reactants, conditions, products, and yield Starting materials: C(CCCCCCCCC)C=1SC(=CN1)C1=CC=C(C=C1)O (2-decyl-5-(4-hydroxyphenyl)thiazole), C(CCCCCC)(=O)O (heptanoic acid), C1(CCCCC1)N=C=NC1CCCCC1 (N,N'-dicyclohexylcarbodiimide), N1(CCCC1)C1=CC=NC=C1 (4-pyrrolidinopyridine). Run in ClCCl (dichloromethane). Reaction conditions: time 8 hour. Product: C(CCCCCCCCC)C=1SC(=CN1)C1=CC=C(C=C1)OC(CCCCCC)=O (2-decyl-5-(4-heptanoyloxyphenyl)thiazole). Yield: 76.4%. RXN SMILES: [CH2:1]([C:11]1[S:12][C:13]([C:16]2[CH:21]=[CH:20][C:19]([OH:22])=[CH:18][CH:17]=2)=[CH:14][N:15]=1)[CH2:2][CH2:3][CH2:4][CH2:5][CH2:6][CH2:7][CH2:8][CH2:9][CH3:10].[C:23](O)(=[O:30])[CH2:24][CH2:25][CH2:26][CH2:27][CH2:28][CH3:29].C1(N=C=NC2CCCCC2)CCCCC1.N1(C2C=CN=CC=2)CCCC1>ClCCl>[CH2:1]([C:11]1[S:12][C:13]([C:16]2[CH:17]=[CH:18][C:19]([O:22][C:23](=[O:30])[CH2:24][CH2:25][CH2:26][CH2:27][CH2:28][CH3:29])=[CH:20][CH:21]=2)=[CH:14][N:15]=1)[CH2:2][CH2:3][CH2:4][CH2:5][CH2:6][CH2:7][CH2:8][CH2:9][CH3:10]. Procedure details: In a 50 ml-round-bottomed flask, 0.60 g (1.89 mM) of 2-decyl-5-(4-hydroxyphenyl)thiazole, 0.28 ml (1.97 mM) of heptanoic acid and 15 ml of dichloromethane were placed and mixed. To the solution, 0.39 g (1.89 mM) of N,N'-dicyclohexylcarbodiimide and 0.03 g of 4-pyrrolidinopyridine were successively added under stirring at room temperature, followed by further stirring for 2 hours at room temperature. After stirring, the mixture was left standing overnight at room temperature to precipitate N,N'-d...